Task: describe an organic reaction: reactants, conditions, products, and yield. Dataset: the Open Reaction Database (ORD), a public repository of structured organic reaction records The reactants are ( L ), [OH-].[Na+] (NaOH), NC1=C(C(=NC(=C1Cl)Cl)C(=O)O)Cl (4-amino-3,5,6-trichloropyridine-2-carboxylic acid). Run in O (water). Run at time 30 minute. Yields the product NC1=C(C(=NC(=C1)Cl)C(=O)O)Cl (4-amino-3,6-dichloropyridine-2-carboxylic acid). Reaction SMILES: [OH-].[Na+].[NH2:3][C:4]1[C:9](Cl)=[C:8]([Cl:11])[N:7]=[C:6]([C:12]([OH:14])=[O:13])[C:5]=1[Cl:15]>O>[NH2:3][C:4]1[CH:9]=[C:8]([Cl:11])[N:7]=[C:6]([C:12]([OH:14])=[O:13])[C:5]=1[Cl:15] |f:0.1|. Reported procedure: In a 3-liter (L) beaker was added 2000 grams (g) of hot water, 115.1 g of 50 percent by weight NaOH, and 200 g of wet 4-amino-3,5,6-trichloropyridine-2-carboxylic acid (79.4 percent). The solution was stirred for 30 minutes (min), filtered through a paper filter, and transferred to a 5-L feed/recirculation tank. This solution weighed 2315 g and contained 6.8 percent 4-amino-3,5,6-trichloropyridine-2-carboxylic acid. This feed was recirculated at a rate of about 9.46 L/min and a temperature of 30... Reactants: [C-]#N.[K+] (potassium cyanide), CS(=O)(=O)OCCC(C1=CNC2=C(C=CC=C12)CSC)C1=C(C=C(C=C1)Cl)Cl (3-(2,4-Dichlorophenyl)-3-{7-[(methylsulfanyl)methyl]-1H-indol-3-yl}propyl methanesulfonate). Solvent: CN(C)C=O (DMF). Reaction conditions: temperature 80 celsius, time 2 hour. Product: ClC1=C(C=CC(=C1)Cl)C(CCC#N)C1=CNC2=C(C=CC=C12)CSC (4-(2,4-Dichlorophenyl)-4-{7-[(methylsulfanyl)methyl]-1H-indol-3-yl}butanonitrile). RXN SMILES: [C-:1]#[N:2].[K+].CS(O[CH2:9][CH2:10][CH:11]([C:24]1[CH:29]=[CH:28][C:27]([Cl:30])=[CH:26][C:25]=1[Cl:31])[C:12]1[C:20]2[C:15](=[C:16]([CH2:21][S:22][CH3:23])[CH:17]=[CH:18][CH:19]=2)[NH:14][CH:13]=1)(=O)=O>CN(C=O)C>[Cl:31][C:25]1[CH:26]=[C:27]([Cl:30])[CH:28]=[CH:29][C:24]=1[CH:11]([C:12]1[C:20]2[C:15](=[C:16]([CH2:21][S:22][CH3:23])[CH:17]=[CH:18][CH:19]=2)[NH:14][CH:13]=1)[CH2:10][CH2:9][C:1]#[N:2] |f:0.1|. Reported procedure: 563 mg (8.64 mmol) of potassium cyanide were added to 1.98 g (4.32 mmol) of the compound from Example 57A in 26 ml of DMF. The mixture was stirred at 80° C. for 2 h and then concentrated, and the crude product was purified by preparative HPLC (RP18 column; mobile phase: acetonitrile/water gradient with addition of 0.1% formic acid) to result in 1.42 g (84% of theory) of the title compound. Starting materials: CCOC(=O)C=NOc1csc(N)n1, CC=O. Product: Nc1nc(ON=CC(=O)O)cs1. RXN SMILES: [CH2:4]([CH3:5])[O:6][C:7]([CH:8]=[N:9][O:10][c:11]1[n:12][c:13]([NH2:16])[s:14][cH:15]1)=[O:17].[CH3:1][C:2]=[O:3]>>[O:6]=[C:7]([CH:8]=[N:9][O:10][c:11]1[n:12][c:13]([NH2:16])[s:14][cH:15]1)[OH:17]. Starting materials: CC(Oc1ncn(-c2ccc(C(F)(F)F)cc2)n1)C(=O)O, NC1CC1. Product: CC(Oc1ncn(-c2ccc(C(F)(F)F)cc2)n1)C(=O)NC1CC1. RXN SMILES: [C:1](=[O:2])([OH:3])[CH:4]([CH3:5])[O:6][c:7]1[n:8][n:9](-[c:12]2[cH:13][cH:14][c:15]([C:18]([F:19])([F:20])[F:21])[cH:16][cH:17]2)[cH:10][n:11]1.[CH:22]1([NH2:25])[CH2:23][CH2:24]1>>[C:1](=[O:3])([CH:4]([CH3:5])[O:6][c:7]1[n:8][n:9](-[c:12]2[cH:13][cH:14][c:15]([C:18]([F:19])([F:20])[F:21])[cH:16][cH:17]2)[cH:10][n:11]1)[NH:25][CH:22]1[CH2:23][CH2:24]1. Starting materials: C1=CCN(Cc2ccccc2)C1, CC(C)=O, O, O, O, O=C(OO)c1cccc(Cl)c1, Cc1cc(C)c(S(=O)(=O)O)c(C)c1. The product is OC1CN(Cc2ccccc2)CC1O. Reaction SMILES: [CH2:1]([c:2]1[cH:3][cH:4][cH:5][cH:6][cH:7]1)[N:8]1[CH2:9][CH:10]=[CH:11][CH2:12]1.[CH3:40][C:41](=[O:42])[CH3:43].[OH2:13].[OH2:14].[OH2:28].[OH:29][O:30][C:31]([c:32]1[cH:33][c:34]([Cl:35])[cH:36][cH:37][cH:38]1)=[O:39].[c:15]1([CH3:16])[cH:17][c:18]([CH3:19])[cH:20][c:21]([CH3:22])[c:23]1[S:24]([OH:25])(=[O:26])=[O:27]>>[CH2:1]([c:2]1[cH:3][cH:4][cH:5][cH:6][cH:7]1)[N:8]1[CH2:9][CH:10]([OH:14])[CH:11]([OH:13])[CH2:12]1.